Dataset: the Open Reaction Database (ORD), a public repository of structured organic reaction records. Task: describe an organic reaction: reactants, conditions, products, and yield Starting materials: C(C)(=O)C=1C(=C(C(C(=O)OCCOCCOCCO)=CC1)O)C(C)=O (triethylenglycol bis-acetylsalicylate), C(COCCOCCOCCO)O (tetraethylenglycol), [Cl-] (chloride), C(C)(=O)OC=1C(C(=O)O)=CC=CC1 (acetylsalicylic acid). Solvent: C(C)N(CC)CC (trietylamine). Yields the product C(C)(=O)C=1C(=C(C(C(=O)OCCOCCOCCOCCO)=CC1)O)C(C)=O (tetraethylenglycol bis-acetylsalicylate). As a reaction SMILES: [C:1]([C:4]1[C:5]([C:23](=[O:25])[CH3:24])=[C:6]([OH:22])[C:7](=[CH:20][CH:21]=1)[C:8]([O:10][CH2:11][CH2:12][O:13][CH2:14][CH2:15][O:16][CH2:17][CH2:18][OH:19])=[O:9])(=[O:3])[CH3:2].[Cl-].[C:27](OC1C(=CC=CC=1)C(O)=O)(=[O:29])[CH3:28].C(O)COCCOCCOCCO>C(N(CC)CC)C>[C:1]([C:4]1[C:5]([C:23](=[O:25])[CH3:24])=[C:6]([OH:22])[C:7](=[CH:20][CH:21]=1)[C:8]([O:10][CH2:11][CH2:12][O:13][CH2:14][CH2:15][O:16][CH2:17][CH2:18][O:19][CH2:28][CH2:27][OH:29])=[O:9])(=[O:3])[CH3:2]. Procedure: The compound (II) was prepared according to the procedure described for the synthesis of triethylenglycol bis-acetylsalicylate (XIX), starting from 2 g of the chloride of acetylsalicylic acid, 0.93 g of tetraethylenglycol and 1.5 ml of trietylamine. The product was purified on silica gel chromatography utilizing an eluent mix constituted by methylene chloride/ethyl acetate 1:1 (v/v). The intermediate fractions were collected, the solvent was evaporated under reduced pressure and 0.6 g of tetraet... Reactants: Cn1cccc1, O=CC(Cl)(Cl)Cl, O, c1ccccc1. Product: Cn1cccc1C(O)C(Cl)(Cl)Cl. Reaction SMILES: [CH3:1][n:2]1[cH:3][cH:4][cH:5][cH:6]1.[O:7]=[CH:8][C:9]([Cl:10])([Cl:11])[Cl:12].[OH2:13].[cH:14]1[cH:15][cH:16][cH:17][cH:18][cH:19]1>>[CH3:1][n:2]1[c:3]([CH:8]([OH:7])[C:9]([Cl:10])([Cl:11])[Cl:12])[cH:4][cH:5][cH:6]1. The reactants are C(C)(C)(C)C=1C=C(C=C(C1O)C)C(C(=O)OC)C (methyl 3-tert-butyl-4-hydroxy-5-methylphenylpropionate), C(CN)N (ethylenediamine). Reaction conditions: time 1 hour. Yields the product NCCNC(C(C)C1=CC(=C(C(=C1)C)O)C(C)(C)C)=O (3-tert-Butyl-4-hydroxy-5-methylphenylpropionic acid 2-aminoethylamide). The yield is 84.9%. Reaction SMILES: [C:1]([C:5]1[CH:6]=[C:7]([CH:13]([CH3:18])[C:14]([O:16]C)=O)[CH:8]=[C:9]([CH3:12])[C:10]=1[OH:11])([CH3:4])([CH3:3])[CH3:2].[CH2:19]([NH2:22])[CH2:20][NH2:21]>>[NH2:21][CH2:20][CH2:19][NH:22][C:14](=[O:16])[CH:13]([C:7]1[CH:8]=[C:9]([CH3:12])[C:10]([OH:11])=[C:5]([C:1]([CH3:2])([CH3:3])[CH3:4])[CH:6]=1)[CH3:18]. Procedure: 125 g of methyl 3-tert-butyl-4-hydroxy-5-methylphenylpropionate and 300 g of ethylenediamine are heated together at 110° C. for 5 hours, after which a vacuum is applied and the resulting methanol and the excess ethylenediamine are distilled off. 0.3 l of toluene are added to the residue, and the mixture is left to stand at room temperature for one hour. The precipitate is filtered off under suction and dried to give 118 g of the product which, after recrystallization from ethyl acetate, has a me... RXN SMILES: [N+:1]([O:4][CH2:5][CH2:6][CH2:7][CH2:8][CH2:9][C:10]([O:12]CC)=[O:11])([O-:3])=[O:2].[OH-].[Li+]>CO.C1COCC1.O>[N+:1]([O:4][CH2:5][CH2:6][CH2:7][CH2:8][CH2:9][C:10]([OH:12])=[O:11])([O-:3])=[O:2] |f:1.2,3.4|. Solvent: CO.C1CCOC1 (Methanol THF), O (Water). Run at temperature 50 celsius. Starting materials: [N+](=O)([O-])OCCCCCC(=O)OCC (Ethyl 6-nitrooxy-hexanoate), [OH-].[Li+] (Lithiumhydroxide). Product: [N+](=O)([O-])OCCCCCC(=O)O (6-Nitrooxy-hexanoic acid). Procedure: 19.1 mmol Ethyl 6-nitrooxy-hexanoate were dissolved in 222 ml Methanol/THF 1:1. 37.5 ml 1M Lithiumhydroxide in Water were added to the reaction and the cloudy solution was heated for 18 hours at 50° C. After cooling to room temperature the solution was concentrated in vacuo. The pH level of the solution was brought down to 1 with HCl 25% and extracted two times with TMBE. The organic phases were combined, washed with brine, dried over Na2SO4 and the solvent was removed in vacuo leaving 3.43 g. The product is CC(C=CC1=C(C)C(=O)C(OC(=O)COc2ccccc2)CC1(C)C)=CC=O. RXN SMILES: [CH3:1][C:2]1=[C:3]([CH:12]=[CH:13][C:14](=[CH:15][CH:16]=[O:17])[CH3:18])[C:4]([CH3:10])([CH3:11])[CH2:5][CH:6]([OH:9])[C:7]1=[O:8].[CH3:38][CH2:39][O:40][CH2:41][CH3:42].[Cl-:25].[O:26]([c:27]1[cH:28][cH:29][cH:30][cH:31][cH:32]1)[CH2:33][C:34](=[O:35])[OH:36].[OH2:37].[cH:19]1[cH:20][cH:21][n:22][cH:23][cH:24]1>>[CH3:1][C:2]1=[C:3]([CH:12]=[CH:13][C:14](=[CH:15][CH:16]=[O:17])[CH3:18])[C:4]([CH3:10])([CH3:11])[CH2:5][CH:6]([O:9][C:34]([CH2:33][O:26][c:27]2[cH:28][cH:29][cH:30][cH:31][cH:32]2)=[O:35])[C:7]1=[O:8]. The reactants are CC(C=CC1=C(C)C(=O)C(O)CC1(C)C)=CC=O, CCOCC, [Cl-], O=C(O)COc1ccccc1, O, c1ccncc1. The reactants are S(=O)(Cl)Cl (thionyl chloride), FC1=CC=C(C=C1)\C(=C/CCCO)\C=1C=NC=CC1 ((E)-5-(4-fluorophenyl)-5-(3-pyridinyl)-4-penten-1-ol). Conditions: time 2 hour. Product: 11.5, Cl.ClCCC/C=C(\C1=CC=C(C=C1)F)/C=1C=NC=CC1 ((E)-3-[5-chloro-1-(4-fluorophenyl)-1-pentenyl]pyridine hydrochloride). The yield is 94.4%. As a reaction SMILES: S(Cl)([Cl:3])=O.[F:5][C:6]1[CH:11]=[CH:10][C:9](/[C:12](/[C:18]2[CH:19]=[N:20][CH:21]=[CH:22][CH:23]=2)=[CH:13]\[CH2:14][CH2:15][CH2:16]O)=[CH:8][CH:7]=1>>[ClH:3].[Cl:3][CH2:16][CH2:15][CH2:14]/[CH:13]=[C:12](/[C:18]1[CH:19]=[N:20][CH:21]=[CH:22][CH:23]=1)\[C:9]1[CH:10]=[CH:11][C:6]([F:5])=[CH:7][CH:8]=1 |f:2.3|. Procedure details: 160 parts of thionyl chloride were added dropwise to 10 parts of (E)-5-(4-fluorophenyl)-5-(3-pyridinyl)-4-penten-1-ol while stirring (exothermic reaction, the temperature rose to 45° C.). Upon complete addition, stirring was continued for 2 hours at room temperature. The reaction mixture was evaporated. The residue was taken up in methylbenzene and the solvent was evaporated again. The residue was solidified in 2,2'-oxybispropane. The product was filtered off and dried, yielding 11.5 parts (94.4...